Dataset: the Open Reaction Database (ORD), a public repository of structured organic reaction records. Task: describe an organic reaction: reactants, conditions, products, and yield The reactants are Brc1ccc(Br)c2nccnc12, O=C([O-])[O-], COc1cc(OC)cc(B(O)O)c1, CCO, Cc1ccccc1, CCOC(C)=O, [Na+], [Na+], O. The product is COc1cc(OC)cc(-c2ccc(Br)c3nccnc23)c1. As a reaction SMILES: [Br:14][c:15]1[c:16]2[n:17][cH:18][cH:19][n:20][c:21]2[c:22]([Br:25])[cH:23][cH:24]1.[C:26](=[O:27])([O-:28])[O-:29].[CH3:1][O:2][c:3]1[cH:4][c:5]([B:11]([OH:12])[OH:13])[cH:6][c:7]([O:9][CH3:10])[cH:8]1.[CH3:32][CH2:33][OH:34].[CH3:35][c:36]1[cH:37][cH:38][cH:39][cH:40][cH:41]1.[CH3:42][CH2:43][O:44][C:45]([CH3:46])=[O:47].[Na+:30].[Na+:31].[OH2:48]>>[CH3:1][O:2][c:3]1[cH:4][c:5](-[c:15]2[c:16]3[n:17][cH:18][cH:19][n:20][c:21]3[c:22]([Br:25])[cH:23][cH:24]2)[cH:6][c:7]([O:9][CH3:10])[cH:8]1. Starting materials: CON1C(CC(CC1(C)C)O)(C)C (1-methoxy-2,2,6,6-tetramethylpiperidin-4-ol), N(NC(=O)OC)C(=O)OC (dimethyl hydrazine-1,2-dicarboxylate). The reagents and catalysts are CCCC[O-].CCCC[O-].CCCC[O-].CCCC[O-].[Ti+4] (tetrabutyl titanate). Yields the product N(NC(=O)OC1CC(N(C(C1)(C)C)OC)(C)C)C(=O)OC1CC(N(C(C1)(C)C)OC)(C)C (Bis(1-methoxy-2,2,6,6-tetramethylpiperidin-4-yl) Hydrazine-1,2-dicarboxylate). Yield: 64.0%. RXN SMILES: [CH3:1][O:2][N:3]1[C:8]([CH3:10])([CH3:9])[CH2:7][CH:6]([OH:11])[CH2:5][C:4]1([CH3:13])[CH3:12].[NH:14]([C:20]([O:22]C)=O)[NH:15][C:16]([O:18][CH3:19])=[O:17]>CCCC[O-].CCCC[O-].CCCC[O-].CCCC[O-].[Ti+4]>[NH:15]([C:16]([O:18][CH:19]1[CH2:10][C:8]([CH3:9])([CH3:7])[N:3]([O:2][CH3:1])[C:4]([CH3:13])([CH3:12])[CH2:5]1)=[O:17])[NH:14][C:20]([O:11][CH:6]1[CH2:7][C:8]([CH3:9])([CH3:10])[N:3]([O:2][CH3:1])[C:4]([CH3:13])([CH3:12])[CH2:5]1)=[O:22] |f:2.3.4.5.6|. Reported procedure: To a mixture of 15.8 g of 1-methoxy-2,2,6,6-tetramethylpiperidin-4-ol and 5.9 g of dimethyl hydrazine-1,2-dicarboxylate is added 1.4 g of tetrabutyl titanate at room temperature. The mixture is heated at 135°-145° C. for 12 hours and methanol is collected in a Dean-Stark trap. The reaction mixture is partitioned between toluene and water. The organic phase is then washed with water, brine, dried over anhydrous sodium sulfate and evaporated to leave 19.1 g of the crude desired product. Recrystall... The reactants are CN(C)C=O, CN1CCCC1=O, O=C(Cl)C(=O)Cl, O=C(O)c1cc(C(F)(F)F)cc(C(F)(F)F)c1, Nc1cccc(Oc2ccc3nc(NC(=O)C4CC4)cn3n2)c1, C1CCOC1. The product is O=C(Nc1cccc(Oc2ccc3nc(NC(=O)C4CC4)cn3n2)c1)c1cc(C(F)(F)F)cc(C(F)(F)F)c1. RXN SMILES: [CH3:24][N:25]([CH3:26])[CH:27]=[O:28].[CH3:52][N:53]1[CH2:54][CH2:55][CH2:56][C:57]1=[O:58].[Cl:18][C:19]([C:20]([Cl:21])=[O:22])=[O:23].[F:1][C:2]([c:3]1[cH:4][c:5]([C:6](=[O:7])[OH:8])[cH:9][c:10]([C:12]([F:13])([F:14])[F:15])[cH:11]1)([F:16])[F:17].[NH2:29][c:30]1[cH:31][c:32]([O:33][c:34]2[cH:35][cH:36][c:37]3[n:38]([n:39]2)[cH:40][c:41]([NH:43][C:44](=[O:45])[CH:46]2[CH2:47][CH2:48]2)[n:42]3)[cH:49][cH:50][cH:51]1.[O:59]1[CH2:60][CH2:61][CH2:62][CH2:63]1>>[F:1][C:2]([c:3]1[cH:4][c:5]([C:6](=[O:8])[NH:29][c:30]2[cH:31][c:32]([O:33][c:34]3[cH:35][cH:36][c:37]4[n:38]([n:39]3)[cH:40][c:41]([NH:43][C:44](=[O:45])[CH:46]3[CH2:47][CH2:48]3)[n:42]4)[cH:49][cH:50][cH:51]2)[cH:9][c:10]([C:12]([F:13])([F:14])[F:15])[cH:11]1)([F:16])[F:17].